The task is: describe an organic reaction: reactants, conditions, products, and yield. This data is from the Open Reaction Database (ORD), a public repository of structured organic reaction records. The reactants are CCOC(=O)c1cnn(CCOC)c1N, CC#N, [Cl-], CC(C)(C)ON=O. Yields the product CCOC(=O)c1cnn(CCOC)c1Cl. Reaction SMILES: [CH2:9]([CH3:10])[O:11][C:12](=[O:13])[c:14]1[cH:15][n:16][n:17]([CH2:20][CH2:21][O:22][CH3:23])[c:18]1[NH2:19].[CH3:24][C:25]#[N:26].[Cl-:8].[N:1]([O:2][C:3]([CH3:4])([CH3:5])[CH3:6])=[O:7]>>[Cl:8][c:18]1[c:14]([C:12]([O:11][CH2:9][CH3:10])=[O:13])[cH:15][n:16][n:17]1[CH2:20][CH2:21][O:22][CH3:23]. Starting materials: C1CCOC1, CCOC(C)=O, [H-], O=[N+]([O-])c1ccc(CI)cc1, [Na+], O, OCCn1ccnn1. Product: O=[N+]([O-])c1ccc(COCCn2ccnn2)cc1. RXN SMILES: [CH2:23]1[O:24][CH2:25][CH2:26][CH2:27]1.[CH3:28][CH2:29][O:30][C:31](=[O:32])[CH3:33].[H-:9].[I:11][CH2:12][c:13]1[cH:14][cH:15][c:16]([N+:19](=[O:20])[O-:21])[cH:17][cH:18]1.[Na+:10].[OH2:22].[n:1]1([CH2:6][CH2:7][OH:8])[n:2][n:3][cH:4][cH:5]1>>[n:1]1([CH2:6][CH2:7][O:8][CH2:12][c:13]2[cH:14][cH:15][c:16]([N+:19](=[O:20])[O-:21])[cH:17][cH:18]2)[n:2][n:3][cH:4][cH:5]1. The reactants are N#Cc1ncc(Cl)nc1C#N, Cc1ccc(O)cc1, CC(C)=O, [Na+], [OH-], O. Yields the product Cc1ccc(Oc2cnc(C#N)c(C#N)n2)cc1. RXN SMILES: [C:1](#[N:2])[c:3]1[n:4][cH:5][c:6]([Cl:11])[n:7][c:8]1[C:9]#[N:10].[CH3:12][c:13]1[cH:14][cH:15][c:16]([OH:17])[cH:18][cH:19]1.[CH3:23][C:24](=[O:25])[CH3:26].[Na+:21].[OH-:20].[OH2:22]>>[C:1](#[N:2])[c:3]1[n:4][cH:5][c:6]([O:17][c:16]2[cH:15][cH:14][c:13]([CH3:12])[cH:19][cH:18]2)[n:7][c:8]1[C:9]#[N:10]. The reactants are BrC(C(C(=O)OCC)=O)C (ethyl 3-bromo-2-oxobutanoate), C(=O)(O)[O-].[Na+] (NaHCO3), ClC1=C(C=CC(=C1)Cl)C(=N)NC1=CC=C(C=C1)C(F)(F)F (2,4-Dichloro-N-(4-(trifluoromethyl)phenyl)benzenecarboxamidine). Solvent: CC(C)O (2-propanol). Product: ClC1=C(C=CC(=C1)Cl)C=1N(C(=C(N1)C(=O)OCC)C)C1=CC=C(C=C1)C(F)(F)F (ethyl 2-(2,4-dichlorophenyl)-5-methyl-1-(4-(trifluoromethyl)phenyl)-1H-imidazole-4-carboxylate). Isolated yield 52.4%. RXN SMILES: [Cl:1][C:2]1[CH:7]=[C:6]([Cl:8])[CH:5]=[CH:4][C:3]=1[C:9]([NH:11][C:12]1[CH:17]=[CH:16][C:15]([C:18]([F:21])([F:20])[F:19])=[CH:14][CH:13]=1)=[NH:10].Br[CH:23]([CH3:31])[C:24](=O)[C:25]([O:27][CH2:28][CH3:29])=[O:26].C([O-])(O)=O.[Na+]>CC(O)C>[Cl:1][C:2]1[CH:7]=[C:6]([Cl:8])[CH:5]=[CH:4][C:3]=1[C:9]1[N:11]([C:12]2[CH:13]=[CH:14][C:15]([C:18]([F:21])([F:19])[F:20])=[CH:16][CH:17]=2)[C:23]([CH3:31])=[C:24]([C:25]([O:27][CH2:28][CH3:29])=[O:26])[N:10]=1 |f:2.3|. Procedure: Part C: 2,4-Dichloro-N-(4-(trifluoromethyl)phenyl)benzenecarboxamidine (15.0 g, 0.0450 mol) is dissolved in 2-propanol and ethyl 3-bromo-2-oxobutanoate (20.8 g, 2 molar equivalent) and NaHCO3 are successively added. The resulting mixture is heated at reflux temperature for 40 hours and allowed to attain room temperature. The 2-propanol is removed in vacuo, ethyl acetate is added to the residue and the resulting organic layer is washed with NaHCO3 (5% aqueous solution). The ethylacetate layer is ... Starting materials: BrC1=CC=C(C=N1)C(=O)N1CCN(CC1)C1=NC=C(C=C1C)C ((6-bromopyridin-3-yl)[4-(3,5-dimethylpyridin-2-yl)piperazin-1-yl]methanone), C(C)(=O)N1C(NCC1)=O (1-acetylimidazolidin-2-one). Yields the product C(C)(=O)N1C(N(CC1)C1=NC=C(C=C1)C(=O)N1CCN(CC1)C1=NC=C(C=C1C)C)=O (1-acetyl-3-{5-[4-(3,5-dimethylpyridin-2-yl)piperazine-1-carbonyl]pyridin-2-yl}imidazolidin-2-one). The yield is 63.6%. RXN SMILES: Br[C:2]1[N:7]=[CH:6][C:5]([C:8]([N:10]2[CH2:15][CH2:14][N:13]([C:16]3[C:21]([CH3:22])=[CH:20][C:19]([CH3:23])=[CH:18][N:17]=3)[CH2:12][CH2:11]2)=[O:9])=[CH:4][CH:3]=1.[C:24]([N:27]1[CH2:31][CH2:30][NH:29][C:28]1=[O:32])(=[O:26])[CH3:25]>>[C:24]([N:27]1[CH2:31][CH2:30][N:29]([C:2]2[CH:3]=[CH:4][C:5]([C:8]([N:10]3[CH2:15][CH2:14][N:13]([C:16]4[C:21]([CH3:22])=[CH:20][C:19]([CH3:23])=[CH:18][N:17]=4)[CH2:12][CH2:11]3)=[O:9])=[CH:6][N:7]=2)[C:28]1=[O:32])(=[O:26])[CH3:25]. Reported procedure: Using (6-bromopyridin-3-yl)[4-(3,5-dimethylpyridin-2-yl)piperazin-1-yl]methanone (225 mg) described in Preparation Example 127 and 1-acetylimidazolidin-2-one (115 mg) and by the reaction and treatment in the same manner as in Example 1, the title compound (161 mg) was obtained. The reactants are ClC1=CC=C(C=C1)C(C)NC(C(CN1C=NC=C1)(C)C)=O (N-[1-(4-chlorophenyl)ethyl]-3-(imidazol-1-yl)-2,2-dimethylpropionamide), B.C1CCOC1 (BH3/THF). Solvent: C1CCOC1 (THF). Product: ClC1=CC=C(C=C1)C(C)NCC(CN1C=NC=C1)(C)C (N-[1-(4-chlorophenyl)ethyl]-3-(imidazol-1-yl)-2,2-dimethylpropylamine). RXN SMILES: [Cl:1][C:2]1[CH:7]=[CH:6][C:5]([CH:8]([NH:10][C:11](=O)[C:12]([CH3:20])([CH3:19])[CH2:13][N:14]2[CH:18]=[CH:17][N:16]=[CH:15]2)[CH3:9])=[CH:4][CH:3]=1.B.C1COCC1>C1COCC1>[Cl:1][C:2]1[CH:7]=[CH:6][C:5]([CH:8]([NH:10][CH2:11][C:12]([CH3:19])([CH3:20])[CH2:13][N:14]2[CH:18]=[CH:17][N:16]=[CH:15]2)[CH3:9])=[CH:4][CH:3]=1 |f:1.2|. Reported procedure: In a similar manner to Example 52d, N-[1-(4-chlorophenyl)ethyl]-3-(imidazol-1-yl)-2,2-dimethylpropionamide (4.0 g) in THF (100 ml) was treated with BH3/THF (52.1 ml, 1M) to give an oil which was distilled at 165° C. (0.05 mmHg) and the lower boiling fraction redistilled to give N-[1-(4-chlorophenyl)ethyl]-3-(imidazol-1-yl)-2,2-dimethylpropylamine, b.p. 160° C. (0.03 mmHg).